From a dataset of the Open Reaction Database (ORD), a public repository of structured organic reaction records. describe an organic reaction: reactants, conditions, products, and yield Product: COC=1C=CC2=C(C=CC(CC2)NC)C1 (2-methoxy-7-methylamino-6,7-dihydro [5H] benzocycloheptene). Run in C(C)(=O)O (acetic acid). Procedure: 5.1 g of nitrosyl sulfuric acid were added over 10 minutes at 20° C. to a mixture of 6 g of 2-amino-7-methylamino-6,7-dihydro [5H] benzocycloheptene in 60 ml of acetic acid and the mixture was stirred 2 hours at room temperature. The resulting brown solution was poured into 300 ml of methanol and the mixture was refluxed for 45 minutes and was evaporated to dryness under reduced pressure. The residue was added to 150 ml of water and the neutral fraction was removed by extraction twice with 100 m... As a reaction SMILES: N(OS(=O)(=O)O)=O.N[C:9]1[CH:10]=[CH:11][C:12]2[CH2:18][CH2:17][CH:16]([NH:19][CH3:20])[CH:15]=[CH:14][C:13]=2[CH:21]=1.[CH3:22][OH:23]>C(O)(=O)C>[CH3:22][O:23][C:9]1[CH:10]=[CH:11][C:12]2[CH2:18][CH2:17][CH:16]([NH:19][CH3:20])[CH:15]=[CH:14][C:13]=2[CH:21]=1. Reactants: N(=O)OS(O)(=O)=O (nitrosyl sulfuric acid), NC=1C=CC2=C(C=CC(CC2)NC)C1 (2-amino-7-methylamino-6,7-dihydro [5H] benzocycloheptene), CO (methanol). Run at time 2 hour.